From a dataset of the Open Reaction Database (ORD), a public repository of structured organic reaction records. describe an organic reaction: reactants, conditions, products, and yield The reactants are CCOC(=O)CP(=O)(OCC)OCC, [Li]CCCC, CCCc1cc2cc(OC)c(F)cc2c(Oc2ccc(C=O)cc2)c1-c1ccccc1. The product is CCCc1cc2cc(OC)c(F)cc2c(Oc2ccc(C=CC(=O)OCC)cc2)c1-c1ccccc1. Reaction SMILES: [CH3:32][CH2:33][O:34][C:35](=[O:36])[CH2:37][P:38]([O:39][CH2:40][CH3:41])([O:42][CH2:43][CH3:44])=[O:45].[CH3:46][CH2:47][CH2:48][CH2:49][Li:50].[F:1][c:2]1[c:3]([O:30][CH3:31])[cH:4][c:5]2[cH:6][c:7]([CH2:27][CH2:28][CH3:29])[c:8](-[c:21]3[cH:22][cH:23][cH:24][cH:25][cH:26]3)[c:9]([O:12][c:13]3[cH:14][cH:15][c:16]([CH:17]=[O:18])[cH:19][cH:20]3)[c:10]2[cH:11]1>>[F:1][c:2]1[c:3]([O:30][CH3:31])[cH:4][c:5]2[cH:6][c:7]([CH2:27][CH2:28][CH3:29])[c:8](-[c:21]3[cH:22][cH:23][cH:24][cH:25][cH:26]3)[c:9]([O:12][c:13]3[cH:14][cH:15][c:16]([CH:17]=[CH:37][C:35]([O:34][CH2:33][CH3:32])=[O:36])[cH:19][cH:20]3)[c:10]2[cH:11]1. The reactants are CC(C)(C)O, Cc1ccc(O)cc1, CC(C)(C)[O-], O=[N+]([O-])c1ccc(F)cc1, [K+]. Product: Cc1ccc(Oc2ccc([N+](=O)[O-])cc2)cc1. As a reaction SMILES: [C:25]([OH:26])([CH3:27])([CH3:28])[CH3:29].[CH3:1][c:2]1[cH:3][cH:4][c:5]([OH:6])[cH:7][cH:8]1.[CH3:9][C:10]([CH3:11])([O-:12])[CH3:13].[F:15][c:16]1[cH:17][cH:18][c:19]([N+:22](=[O:23])[O-:24])[cH:20][cH:21]1.[K+:14]>>[CH3:1][c:2]1[cH:3][cH:4][c:5]([O:6][c:16]2[cH:17][cH:18][c:19]([N+:22](=[O:23])[O-:24])[cH:20][cH:21]2)[cH:7][cH:8]1. Reactants: [Cl-].[NH4+] (ammonium chloride), C(C)(=O)N (acetamide), ClC=1C=C(C(=NC1)F)F (5-chloro-2,3-difluoropyridine), [H-].[Na+] (Sodium hydride). The solvent is CN(C)C=O (DMF). Run at time 3 hour. Yields the product C(C)(=O)NC1=NC=C(C=C1F)Cl (2-acetylamino-5-chloro-3-fluoropyridine). The yield is 71.6%. As a reaction SMILES: [C:1]([NH2:4])(=[O:3])[CH3:2].[H-].[Na+].[Cl:7][C:8]1[CH:9]=[C:10]([F:15])[C:11](F)=[N:12][CH:13]=1.[Cl-].[NH4+]>CN(C=O)C>[C:1]([NH:4][C:11]1[C:10]([F:15])=[CH:9][C:8]([Cl:7])=[CH:13][N:12]=1)(=[O:3])[CH3:2] |f:1.2,4.5|. Reported procedure: Under a nitrogen atmosphere, acetamide (4.1 g, 70 mmol) was dissolved in DMF (30 mL). Sodium hydride (content: 50% to 72%, 2.4 g, 60 mmol (the content being regarded as 60%)) was added thereto at 0° C. in three portions. The compound 5-chloro-2,3-difluoropyridine (3.0 g, 20 mmol) was then added dropwise at 0° C., and the mixture was stirred for 3 hours, during which time the temperature was allowed to increase to room temperature. The reaction mixture was cooled to 0° C., a saturated ammonium ch... The reactants are O=c1cc(OCc2ccccc2)ccn1CC1CCC1, O=C[O-], [NH4+], C1CCOC1, [OH-], [OH-], [Pd+2]. Product: O=c1cc(O)ccn1CC1CCC1. As a reaction SMILES: [CH2:1]([c:2]1[cH:3][cH:4][cH:5][cH:6][cH:7]1)[O:8][c:9]1[cH:10][c:11](=[O:20])[n:12]([CH2:15][CH:16]2[CH2:17][CH2:18][CH2:19]2)[cH:13][cH:14]1.[CH:21]([O-:22])=[O:23].[NH4+:24].[O:25]1[CH2:26][CH2:27][CH2:28][CH2:29]1.[OH-:30].[OH-:32].[Pd+2:31]>>[OH:8][c:9]1[cH:10][c:11](=[O:20])[n:12]([CH2:15][CH:16]2[CH2:17][CH2:18][CH2:19]2)[cH:13][cH:14]1. Starting materials: C(C1=CC=CC=C1)N1CCC2=CC(=CC=C12)O (1-benzylindolin-5-ol), C1(CCCCC1)N=C=O (cyclohexylisocyanate), Example 2 ( 2 ). Yields the product C1(CCCCC1)NC(OC=1C=C2CCN(C2=CC1)CC1=CC=CC=C1)=O (1-benzylindolin-5-yl cyclohexylcarbamate), solid. Isolated yield 27.0%. Reaction SMILES: [CH2:1]([N:8]1[C:16]2[C:11](=[CH:12][C:13]([OH:17])=[CH:14][CH:15]=2)[CH2:10][CH2:9]1)[C:2]1[CH:7]=[CH:6][CH:5]=[CH:4][CH:3]=1.[CH:18]1([N:24]=[C:25]=[O:26])[CH2:23][CH2:22][CH2:21][CH2:20][CH2:19]1>>[CH:18]1([NH:24][C:25](=[O:26])[O:17][C:13]2[CH:12]=[C:11]3[C:16](=[CH:15][CH:14]=2)[N:8]([CH2:1][C:2]2[CH:3]=[CH:4][CH:5]=[CH:6][CH:7]=2)[CH2:9][CH2:10]3)[CH2:23][CH2:22][CH2:21][CH2:20][CH2:19]1. Reported procedure: The title compound was synthesized from 1-benzylindolin-5-ol (35.0 mg, 0.155 mmol) using the same procedure employed for Example 2 (2), but with cyclohexylisocyanate instead of 4-isopropylphenylisocyanate. The product was obtained as a white solid (14.8 mg, 27%) having the following characteristics. The reactants are COC(=O)C=CC(C)NC(=O)OC(C)(C)C, Cl, C1COCCO1. Yields the product Cl, COC(=O)C=CC(C)N. RXN SMILES: [C:1]([O:2][C:3](=[O:4])[NH:8][CH:9]([CH:10]=[CH:11][C:12](=[O:13])[O:14][CH3:15])[CH3:16])([CH3:5])([CH3:6])[CH3:7].[ClH:17].[O:18]1[CH2:19][CH2:20][O:21][CH2:22][CH2:23]1>>[ClH:17].[NH2:8][CH:9]([CH:10]=[CH:11][C:12](=[O:13])[O:14][CH3:15])[CH3:16]. Reported procedure: Under argon at 24° C., crude benzofuran-5-yl(thiazol-2-yl)methanol (2.50 g, 10.8 mmol) was dissolved in 1,2-dichloroethane (40 mL), treated with triethylsilane (3.14 g, 27.0 mmol) and trifluoroacetic acid (1.25 mL, 16.2 mmol), and heated to reflux for 20 h. The mixture was diluted with EtOAc and ice, washed 1× with saturated aqueous NaHCO3, brine, dried over MgSO4, and evaporated. Purification by flash chromatography (hexanes to hexanes/EtOAc=3:2) gave 2-(benzofuran-5-ylmethyl)thiazole as a yell... Run in CCOC(=O)C (EtOAc), ClCCCl (1,2-dichloroethane). Yields the product O1C=CC2=C1C=CC(=C2)CC=2SC=CN2 (2-(benzofuran-5-ylmethyl)thiazole). As a reaction SMILES: [O:1]1[C:5]2[CH:6]=[CH:7][C:8]([CH:10]([C:12]3[S:13][CH:14]=[CH:15][N:16]=3)O)=[CH:9][C:4]=2[CH:3]=[CH:2]1.C([SiH](CC)CC)C.FC(F)(F)C(O)=O>ClCCCl.CCOC(C)=O>[O:1]1[C:5]2[CH:6]=[CH:7][C:8]([CH2:10][C:12]3[S:13][CH:14]=[CH:15][N:16]=3)=[CH:9][C:4]=2[CH:3]=[CH:2]1. Starting materials: C(C)[SiH](CC)CC (triethylsilane), FC(C(=O)O)(F)F (trifluoroacetic acid), O1C=CC2=C1C=CC(=C2)C(O)C=2SC=CN2 (benzofuran-5-yl(thiazol-2-yl)methanol).